Dataset: the Open Reaction Database (ORD), a public repository of structured organic reaction records. Task: describe an organic reaction: reactants, conditions, products, and yield The reactants are CC(C)(C)OC(=O)NC(Cc1ccccc1)C(O)CNN, CC(C)O, O=C1CCCC1. Product: CC(C)(C)OC(=O)NC(Cc1ccccc1)C(O)CNN=C1CCCC1. RXN SMILES: [CH2:1]([c:2]1[cH:3][cH:4][cH:5][cH:6][cH:7]1)[CH:8]([CH:9]([CH2:10][NH:11][NH2:12])[OH:13])[NH:14][C:15]([O:16][C:17]([CH3:18])([CH3:19])[CH3:20])=[O:21].[CH:28]([OH:29])([CH3:30])[CH3:31].[O:22]=[C:23]1[CH2:24][CH2:25][CH2:26][CH2:27]1>>[CH2:1]([c:2]1[cH:3][cH:4][cH:5][cH:6][cH:7]1)[CH:8]([CH:9]([CH2:10][NH:11][N:12]=[C:23]1[CH2:24][CH2:25][CH2:26][CH2:27]1)[OH:13])[NH:14][C:15]([O:16][C:17]([CH3:18])([CH3:19])[CH3:20])=[O:21]. The reactants are C(C1=CC=CC=C1)N(C1(COCC1)CNC1=CC(=NC2=CC=C(C=C12)C)N1CCS(C2=C(C1)C=CC=C2)(=O)=O)CC2=CC=CC=C2 (N-{[3-(Dibenzylamino)tetrahydrofuran-3-yl]methyl}-2-(1,1-dioxido-2,3-dihydro-1,4-benzothiazepin-4(5H)-yl)-6-methylquinolin-4-amine), O1N=C(C=C1)N (1,2-oxazol-3-amine). Product: O=S1(CCN(CC2=C1C=CC=C2)C2=NC1=CC=C(C=C1C(=C2)NC2=NOC=C2)C)=O (2-(1,1-Dioxido-2,3-dihydro-1,4-benzothiazepin-4(5H)-yl)-6-methyl-N-(1,2-oxazol-3-yl)quinolin-4-amine). As a reaction SMILES: C(N(CC1C=CC=CC=1)[C:9]1([CH2:14][NH:15][C:16]2[C:25]3[C:20](=[CH:21][CH:22]=[C:23]([CH3:26])[CH:24]=3)[N:19]=[C:18]([N:27]3[CH2:33][C:32]4[CH:34]=[CH:35][CH:36]=[CH:37][C:31]=4[S:30](=[O:39])(=[O:38])[CH2:29][CH2:28]3)[CH:17]=2)CC[O:11][CH2:10]1)C1C=CC=CC=1.O1C=CC(N)=[N:48]1>>[O:39]=[S:30]1(=[O:38])[C:31]2[CH:37]=[CH:36][CH:35]=[CH:34][C:32]=2[CH2:33][N:27]([C:18]2[CH:17]=[C:16]([NH:15][C:14]3[CH:9]=[CH:10][O:11][N:48]=3)[C:25]3[C:20](=[CH:21][CH:22]=[C:23]([CH3:26])[CH:24]=3)[N:19]=2)[CH2:28][CH2:29]1. Reported procedure: The title compound was prepared in analogy to Example 3-1 in Scheme 5 by using 4-(4-bromo-6-methylquinolin-2-yl)-2,3,4,5-tetrahydro-1,4-benzothiazepine 1,1-dioxide (prepared in analogy to 4-(4-chloro-6-methylquinolin-2-yl)-2,3,4,5-tetrahydro-1,4-benzothiazepine 1,1-dioxide in Example 2-1 by using 4,6-dibromoquinoline and 2,3,4,5-tetrahydro-1,4-benzothiazepine) and 1,2-oxazol-3-amine. MS obsd. (ESI+) [(M+H)+] 421, 1H NMR (400 MHz, CD3OD) δ ppm 8.72 (s, 1 H), 8.20 (s, 2 H), 8.14 (d, J=7.2 Hz, 1 H)... Reactants: NN (hydrazine), ClC1=NC=C(C(=N1)Cl)C=O (2,4-Dichloro-pyrimidine-5-carbaldehyde), O (water). Solvent: C1CCOC1 (THF). Reaction conditions: time 30 minute. The product is ClC1=NC=C2C(=N1)NN=C2 (6-Chloro-1H-pyrazolo[3,4-d]pyrimidine). Reaction SMILES: [NH2:1][NH2:2].[Cl:3][C:4]1[N:9]=[C:8](Cl)[C:7]([CH:11]=O)=[CH:6][N:5]=1.O>C1COCC1>[Cl:3][C:4]1[N:9]=[C:8]2[NH:1][N:2]=[CH:11][C:7]2=[CH:6][N:5]=1. Procedure: To a stirred solution of hydrazine (Aldrich, 64 mg, 2 mmol) in THF (5 mL), 2,4-Dichloro-pyrimidine-5-carbaldehyde (Example 17, 176 mg, 1 mmol) was added and the mixture was stirred at room temperature for 30 min. The mixture was poured into water and extracted with EtOAc. The extract was dried with sodium sulfate and the solvent was removed to give an orange solid. 128 mg, 82%. MS (M+H)+, 155. Reactants: BrCC1CCCCCCC1, CCO, [Na], c1c[nH]cn1. Product: c1cn(CC2CCCCCCC2)cn1. As a reaction SMILES: [Br:7][CH2:8][CH:9]1[CH2:10][CH2:11][CH2:12][CH2:13][CH2:14][CH2:15][CH2:16]1.[CH3:17][CH2:18][OH:19].[Na:6].[nH:1]1[cH:2][n:3][cH:4][cH:5]1>>[n:1]1([CH2:8][CH:9]2[CH2:10][CH2:11][CH2:12][CH2:13][CH2:14][CH2:15][CH2:16]2)[cH:2][n:3][cH:4][cH:5]1. The reactants are O1CC(CC1)OC(C)C1=CC=C(C(=O)OC)C=C1 (methyl 4-(1-(tetrahydrofuran-3-yloxy)ethyl)benzoate), O.[OH-].[Li+] (lithium hydroxide hydrate), Cl (hydrochloric acid). Run in CO (methanol), O (water). Reaction conditions: time 12 hour. The product is O1CC(CC1)OC(C)C1=CC=C(C(=O)O)C=C1 (4-(1-(tetrahydrofuran-3-yloxy)ethyl)benzoic acid). The yield is 88.9%. RXN SMILES: [O:1]1[CH2:5][CH2:4][CH:3]([O:6][CH:7]([C:9]2[CH:18]=[CH:17][C:12]([C:13]([O:15]C)=[O:14])=[CH:11][CH:10]=2)[CH3:8])[CH2:2]1.O.[OH-].[Li+].Cl>CO.O>[O:1]1[CH2:5][CH2:4][CH:3]([O:6][CH:7]([C:9]2[CH:18]=[CH:17][C:12]([C:13]([OH:15])=[O:14])=[CH:11][CH:10]=2)[CH3:8])[CH2:2]1 |f:1.2.3|. Procedure: To the solution of methyl 4-(1-(tetrahydrofuran-3-yloxy)ethyl)benzoate (371 mg, 1.48 mmol) in methanol (15 mL) and water (5 mL) was added lithium hydroxide hydrate (100 mg, 2.4 mmol) were add ed. The mixture was stirred at room temperature for 12 hours. Then the reaction mixture was acidified by hydrochloric acid aqueous solution (1 N) to adjust pH=6 and extracted with dichloro methane (10 mL×3). The organic layers were combined and concentrated to give 4-(1-(tetrahydrofuran-3-yloxy)ethyl)benzoi... Reactants: ClC(Cl)(OC(OC(Cl)(Cl)Cl)=O)Cl (triphosgene), C([O-])(O)=O.[Na+] (sodium bicarbonate), C(C1=CC=CC=C1)(C1=CC=CC=C1)(C1=CC=CC=C1)N1C=NC(=C1)C1=C(OCCC2=CC=C(N)C=C2)C=CC=C1 (4-(2-(2-(1-trityl-1H-imidazol-4-yl)phenoxy)ethyl)aniline), O1CCC(CC1)N (tetrahydro-2H-pyran-4-amine). Solvent: C(C)N(CC)CC (triethylamine), ClCCl (DCM), ClCCl (dichloromethane). Reaction conditions: time 2 hour. Yields the product N1C=NC(=C1)C1=C(OCCC2=CC=C(C=C2)NC(=O)NC2CCOCC2)C=CC=C1 (1-(4-(2-(2-(1H-imidazol-4-yl)phenoxy)ethyl)phenyl)-3-(tetrahydro-2H-pyran-4-yl)urea). Isolated yield 78.0%. Reaction SMILES: C([N:20]1[CH:24]=[C:23]([C:25]2[CH:40]=[CH:39][CH:38]=[CH:37][C:26]=2[O:27][CH2:28][CH2:29][C:30]2[CH:36]=[CH:35][C:33]([NH2:34])=[CH:32][CH:31]=2)[N:22]=[CH:21]1)(C1C=CC=CC=1)(C1C=CC=CC=1)C1C=CC=CC=1.Cl[C:42](Cl)([O:44]C(=O)OC(Cl)(Cl)Cl)Cl.[O:53]1[CH2:58][CH2:57][CH:56]([NH2:59])[CH2:55][CH2:54]1.C(=O)(O)[O-].[Na+]>ClCCl.C(N(CC)CC)C>[NH:20]1[CH:24]=[C:23]([C:25]2[CH:40]=[CH:39][CH:38]=[CH:37][C:26]=2[O:27][CH2:28][CH2:29][C:30]2[CH:31]=[CH:32][C:33]([NH:34][C:42]([NH:59][CH:56]3[CH2:57][CH2:58][O:53][CH2:54][CH2:55]3)=[O:44])=[CH:35][CH:36]=2)[N:22]=[CH:21]1 |f:3.4|. Procedure details: 4-(2-(2-(1-trityl-1H-imidazol-4-yl)phenoxy)ethyl)aniline (50.0 mg. 0.096 mmol) was dissolved in dichloromethane (DCM, 5 ml) and triethylamine (1 ml), and a solution of triphosgene (0.105 mmol) in DCM (5 ml) was then added to the solution at 0° C. The mixture was stirred at room temperature under N2 for 2 h. Next, tetrahydro-2H-pyran-4-amine (20.0 mg, 0.192 mmol) was added to the reaction solution, and the mixture was stirred at room temperature under N2 for overnight. A saturated aqueous sodium ... Reactants: COC(c1ccc(cc1)c1ccc(C=O)cc1)=O, CC1=CN=C(C=C1)N, [C-]#[N+]C1CCCCC1. Reagents/catalysts: O=C(O)C(F)(F)F (trifluoroacetic acid). Run in CC(C)O (isopropyl alcohol), CC(C)O (isopropylalcohol). Reaction conditions: temperature 22 celsius, time 20 hour. Product: Cc1ccc2nc(c3ccc(cc3)c3ccc(cc3)C(=O)OC)c(NC3CCCCC3)n2c1. The yield is 0.0%. RXN SMILES: CC1=CC=C(N)N=C1.[C-]#[N+]C1CCCCC1.COC(=O)C1=CC=C(C=C1)C1=CC=C(C=O)C=C1>>COC(=O)C1=CC=C(C=C1)C1=CC=C(C=C1)C1=C(NC2CCCCC2)N2C=C(C)C=CC2=N1.